This data is from the Open Reaction Database (ORD), a public repository of structured organic reaction records. The task is: describe an organic reaction: reactants, conditions, products, and yield Starting materials: C(CCCCCCCCC)C(CCCCCCCCCC)(CCCCCCCCCC)Cl (tri-n-decylmethylchloride), C[Al](C)C (trimethylaluminum). Solvent: C(Cl)Cl (methylene chloride). Reaction conditions: temperature 0 celsius. Yields the product C(CCCCCCCCC)C(C)(CCCCCCCCCC)CCCCCCCCCC (tri-n-decylmethylmethane). The yield is 75.0%. Reaction SMILES: [CH2:1]([C:11](Cl)([CH2:22][CH2:23][CH2:24][CH2:25][CH2:26][CH2:27][CH2:28][CH2:29][CH2:30][CH3:31])[CH2:12][CH2:13][CH2:14][CH2:15][CH2:16][CH2:17][CH2:18][CH2:19][CH2:20][CH3:21])[CH2:2][CH2:3][CH2:4][CH2:5][CH2:6][CH2:7][CH2:8][CH2:9][CH3:10].[CH3:33][Al](C)C>C(Cl)Cl>[CH2:1]([C:11]([CH2:22][CH2:23][CH2:24][CH2:25][CH2:26][CH2:27][CH2:28][CH2:29][CH2:30][CH3:31])([CH2:12][CH2:13][CH2:14][CH2:15][CH2:16][CH2:17][CH2:18][CH2:19][CH2:20][CH3:21])[CH3:33])[CH2:2][CH2:3][CH2:4][CH2:5][CH2:6][CH2:7][CH2:8][CH2:9][CH3:10]. Procedure: One mole of tri-n-decylmethylchloride was added to 0.75 liters of methylene chloride and the solution was blanketed with nitrogen and cooled to 0° C. 0.33 moles of trimethylaluminum was then added and the mixture was allowed to warm to room temperature. The mixture was slowly quenched with 50 ml of water followed by washing with 1 liter of a 10% HCl solution. The organic layer was dried with magnesium sulfate and the solvent was evaporated to give tri-n-decylmethylmethane after vacuum distillati... Starting materials: TEA, C(C#C)OC1OCCCC1 (tetrahydro-2-(2-propynyloxy)-2H-pyrane), Cu(I)I, C(#N)C1=CC=C(CNC(=O)C(C2=C(C=CC=C2F)OS(=O)(=O)C(F)(F)F)OC)C=C1 ((RS)-trifluoro-methanesulfonic acid 2-[(4-cyano-benzylcarbamoyl)-methoxy-methyl]-3-fluoro-phenyl ester). The product is C(#N)C1=CC=C(CNC(C(OC)C2=C(C=CC=C2C#CCOC2OCCCC2)F)=O)C=C1 ((RS)-N-(4-cyano-benzyl)-2-{2-fluoro-6-[3-(tetrahydro-pyran-2-yloxy)-prop-1-ynyl]-phenyl}-2-methoxy-acetamide). Procedure: A suspension of (RS)-trifluoro-methanesulfonic acid 2-[(4-cyano-benzylcarbamoyl)-methoxy-methyl]-3-fluoro-phenyl ester (520 mg, example 279.1) in DMF (10 ml) was heated to 100° C. and treated with TEA (0.49 ml), tetrahydro-2-(2-propynyloxy)-2H-pyrane (0.33 ml) and Cu(I)I (18 mg). The reaction mixture was degassed by passing a stream of Argon through the reaction mixture. Then bis(triphenylphosphine)palladium(II)chloride (32 mg) was added. The reaction was heated for 6 hrs at 100° C. After coolin... The solvent is CN(C)C=O (DMF). Conditions: temperature 100 celsius. RXN SMILES: [C:1]([C:3]1[CH:30]=[CH:29][C:6]([CH2:7][NH:8][C:9]([CH:11]([O:27][CH3:28])[C:12]2[C:17]([F:18])=[CH:16][CH:15]=[CH:14][C:13]=2OS(C(F)(F)F)(=O)=O)=[O:10])=[CH:5][CH:4]=1)#[N:2].[CH2:31]([O:34][CH:35]1[CH2:40][CH2:39][CH2:38][CH2:37][O:36]1)[C:32]#[CH:33]>CN(C=O)C>[C:1]([C:3]1[CH:30]=[CH:29][C:6]([CH2:7][NH:8][C:9](=[O:10])[CH:11]([C:12]2[C:13]([C:33]#[C:32][CH2:31][O:34][CH:35]3[CH2:40][CH2:39][CH2:38][CH2:37][O:36]3)=[CH:14][CH:15]=[CH:16][C:17]=2[F:18])[O:27][CH3:28])=[CH:5][CH:4]=1)#[N:2]. Starting materials: C(C)(C)(C)OC(=O)N1CCC2(CNC2=O)CC1 (1-oxo-2,7-diaza-spiro[3.5]nonane-7-carboxylic acid tert-butyl ester), C(=O)(C(F)(F)F)O (TFA). Solvent: C(Cl)Cl (DCM). Conditions: time 1 hour. The product is C1(NCC12CCNCC2)=O (2,7-diaza-spiro[3.5]nonan-1-one). Reaction SMILES: C(OC([N:8]1[CH2:17][CH2:16][C:11]2([C:14](=[O:15])[NH:13][CH2:12]2)[CH2:10][CH2:9]1)=O)(C)(C)C.C(O)(C(F)(F)F)=O>C(Cl)Cl>[C:14]1(=[O:15])[C:11]2([CH2:16][CH2:17][NH:8][CH2:9][CH2:10]2)[CH2:12][NH:13]1. Procedure: To a solution of 1-oxo-2,7-diaza-spiro[3.5]nonane-7-carboxylic acid tert-butyl ester (150 mg, 0.624 mmol) in DCM (6 mL) was added TFA (3 mL) and the resulting solution stirred at RT for 1 h. The crude reaction mixture was loaded onto a Isolute® SCX-2 cartridge, washed with MeOH then eluted with 2 M NH3 in MeOH to provide 2,7-diaza-spiro[3.5]nonan-1-one as a colourless oil. To a suspension of 2,7-diaza-spiro[3.5]nonan-1-one (0.624 mmol) in dichloroethane (13 mL) were added 2-chloro-4-morpholin-4-... RXN SMILES: [NH2:1][c:2]1[cH:3][cH:4][c:5]2[c:6]([NH:12][c:13]3[cH:14][c:15]([Br:19])[cH:16][cH:17][cH:18]3)[n:7][cH:8][n:9][c:10]2[cH:11]1.[O:20]=[C:21]1[O:22][C:23](=[O:24])[CH:25]=[CH:26]1.[O:27]1[CH2:28][CH2:29][CH2:30][CH2:31]1>>[NH:1]([c:2]1[cH:3][cH:4][c:5]2[c:6]([NH:12][c:13]3[cH:14][c:15]([Br:19])[cH:16][cH:17][cH:18]3)[n:7][cH:8][n:9][c:10]2[cH:11]1)[C:23](=[O:24])[CH:25]=[CH:26][C:21](=[O:20])[OH:22]. The product is O=C(O)C=CC(=O)Nc1ccc2c(Nc3cccc(Br)c3)ncnc2c1. Starting materials: Nc1ccc2c(Nc3cccc(Br)c3)ncnc2c1, O=C1C=CC(=O)O1, C1CCOC1.